From a dataset of the Open Reaction Database (ORD), a public repository of structured organic reaction records. describe an organic reaction: reactants, conditions, products, and yield Yields the product COc1cc2c(c(OC(C)=O)c1)C1CCC3(C)C(OC)CCC3C1CC2. Reaction SMILES: [C:1]([CH3:2])(=[O:3])[O:4][c:5]1[cH:6][c:7]([O:24][CH3:25])[cH:8][c:9]2[c:22]1[CH:21]1[CH:12]([CH2:11][CH2:10]2)[CH:13]2[CH2:14][CH2:15][CH:16]([OH:23])[C:17]2([CH3:18])[CH2:19][CH2:20]1.[CH2:36]([Cl:37])[Cl:38].[CH3:33][CH2:34][OH:35].[N:26]([CH2:28][NH:27][C:29]([NH2:30])=[O:31])=[O:32]>>[C:1]([CH3:2])(=[O:3])[O:4][c:5]1[cH:6][c:7]([O:24][CH3:25])[cH:8][c:9]2[c:22]1[CH:21]1[CH:12]([CH2:11][CH2:10]2)[CH:13]2[CH2:14][CH2:15][CH:16]([O:23][CH3:28])[C:17]2([CH3:18])[CH2:19][CH2:20]1. Starting materials: COc1cc2c(c(OC(C)=O)c1)C1CCC3(C)C(O)CCC3C1CC2, ClCCl, CCO, NC(=O)NCN=O. Reactants: O=C([O-])[O-], CCOC(=O)C(CC)(Oc1ccccc1)C(O)c1ccc(OCc2ccccc2)cc1, CC[SiH](CC)CC, ClCCl, [Na+], [Na+]. Product: CCOC(=O)C(CC)(Cc1ccc(OCc2ccccc2)cc1)Oc1ccccc1. RXN SMILES: [C:39](=[O:40])([O-:41])[O-:42].[CH2:1]([CH3:2])[O:3][C:4]([C:5]([CH2:6][CH3:7])([O:8][c:9]1[cH:10][cH:11][cH:12][cH:13][cH:14]1)[CH:15]([OH:16])[c:17]1[cH:18][cH:19][c:20]([O:23][CH2:24][c:25]2[cH:26][cH:27][cH:28][cH:29][cH:30]2)[cH:21][cH:22]1)=[O:31].[CH2:32]([SiH:33]([CH2:34][CH3:35])[CH2:36][CH3:37])[CH3:38].[Cl:45][CH2:46][Cl:47].[Na+:43].[Na+:44]>>[CH2:1]([CH3:2])[O:3][C:4]([C:5]([CH2:6][CH3:7])([O:8][c:9]1[cH:10][cH:11][cH:12][cH:13][cH:14]1)[CH2:15][c:17]1[cH:18][cH:19][c:20]([O:23][CH2:24][c:25]2[cH:26][cH:27][cH:28][cH:29][cH:30]2)[cH:21][cH:22]1)=[O:31]. Procedure details: 6-(2,8-Dimethyl-1,2,3,4-tetrahydro-pyrido[4,3-b]indol-5-yl)-2,2-dimethyl-5-pyridin-4-yl-hexan-3-one (400 mg, 0.99 mmol) was dissolved in MeOH (30 mL). Sodium borohydride (263 mg, 6.9 mmol) was added under nitrogen. The reaction mixture was heated at 60° C. for 8 h. After consumption of starting material, the reaction mixture was concentrated and 2N HCl was added (pH-acidic) and extracted with DCM (2×200 mL) for removing impurities. The aqueous layer was basified with saturated bicarbonate and ex... Isolated yield 87.2%. RXN SMILES: [CH3:1][N:2]1[CH2:30][CH2:29][C:5]2[N:6]([CH2:14][CH:15]([C:23]3[CH:28]=[CH:27][N:26]=[CH:25][CH:24]=3)[CH2:16][C:17](=[O:22])[C:18]([CH3:21])([CH3:20])[CH3:19])[C:7]3[CH:8]=[CH:9][C:10]([CH3:13])=[CH:11][C:12]=3[C:4]=2[CH2:3]1.[BH4-].[Na+]>CO>[CH3:1][N:2]1[CH2:30][CH2:29][C:5]2[N:6]([CH2:14][CH:15]([C:23]3[CH:28]=[CH:27][N:26]=[CH:25][CH:24]=3)[CH2:16][CH:17]([OH:22])[C:18]([CH3:21])([CH3:20])[CH3:19])[C:7]3[CH:8]=[CH:9][C:10]([CH3:13])=[CH:11][C:12]=3[C:4]=2[CH2:3]1 |f:1.2|. Conditions: temperature 60 celsius. The product is CN1CC2=C(N(C=3C=CC(=CC23)C)CC(CC(C(C)(C)C)O)C2=CC=NC=C2)CC1 (6-(2,8-dimethyl-1,2,3,4-tetrahydro-pyrido[4,3-b]indol-5-yl)-2,2-dimethyl-5-pyridin-4-yl-hexan-3-ol). Starting materials: CN1CC2=C(N(C=3C=CC(=CC23)C)CC(CC(C(C)(C)C)=O)C2=CC=NC=C2)CC1 (6-(2,8-Dimethyl-1,2,3,4-tetrahydro-pyrido[4,3-b]indol-5-yl)-2,2-dimethyl-5-pyridin-4-yl-hexan-3-one), [BH4-].[Na+] (Sodium borohydride). The solvent is CO (MeOH). Starting materials: CN(C)c1ccncc1, OCCOC1CCCCC1, Cc1ccc(S(=O)(=O)Cl)cc1, c1ccncc1. Yields the product Cc1ccc(S(=O)(=O)OCCOC2CCCCC2)cc1. As a reaction SMILES: [CH3:28][N:29]([CH3:30])[c:31]1[cH:32][cH:33][n:34][cH:35][cH:36]1.[CH:1]1([O:7][CH2:8][CH2:9][OH:10])[CH2:2][CH2:3][CH2:4][CH2:5][CH2:6]1.[c:11]1([CH3:21])[cH:12][cH:13][c:14]([S:17](=[O:18])(=[O:19])[Cl:20])[cH:15][cH:16]1.[cH:22]1[cH:23][cH:24][n:25][cH:26][cH:27]1>>[CH:1]1([O:7][CH2:8][CH2:9][O:10][S:17]([c:14]2[cH:13][cH:12][c:11]([CH3:21])[cH:16][cH:15]2)(=[O:18])=[O:19])[CH2:2][CH2:3][CH2:4][CH2:5][CH2:6]1. Reactants: ClC1=C(C(=CC=C1)F)C1=NN(C(N1)=O)C1=CC(=C(C(=O)OC)C=C1)OC (methyl 4-(3-(2-chloro-6-fluorophenyl)-5-oxo-4,5-dihydro-1H-1,2,4-triazol-1-yl)-2-methoxybenzoate), CNC=1C(=CC(=C(C1)C)C)N (N1,4,5-trimethylbenzene-1,2-diamine), C[Al](C)C (trimethyl aluminium). The solvent is C1(=CC=CC=C1)C (toluene). The product is ClC1=C(C(=CC=C1)F)C1=NN(C(N1)=O)C1=CC(=C(C=C1)C1=NC2=C(N1C)C=C(C(=C2)C)C)OC (3-(2-Chloro-6-fluorophenyl)-1-(3-methoxy-4-(1,5,6-trimethyl-1H-benzo[d]imidazol-2-yl)phenyl)-1H-1,2,4-triazol-5(4H)-one). Yield: 24.1%. As a reaction SMILES: [Cl:1][C:2]1[CH:7]=[CH:6][CH:5]=[C:4]([F:8])[C:3]=1[C:9]1[NH:13][C:12](=[O:14])[N:11]([C:15]2[CH:24]=[CH:23][C:18]([C:19](OC)=O)=[C:17]([O:25][CH3:26])[CH:16]=2)[N:10]=1.[CH3:27][NH:28][C:29]1[C:30]([NH2:37])=[CH:31][C:32]([CH3:36])=[C:33]([CH3:35])[CH:34]=1.C[Al](C)C>C1(C)C=CC=CC=1>[Cl:1][C:2]1[CH:7]=[CH:6][CH:5]=[C:4]([F:8])[C:3]=1[C:9]1[NH:13][C:12](=[O:14])[N:11]([C:15]2[CH:24]=[CH:23][C:18]([C:19]3[N:28]([CH3:27])[C:29]4[CH:34]=[C:33]([CH3:35])[C:32]([CH3:36])=[CH:31][C:30]=4[N:37]=3)=[C:17]([O:25][CH3:26])[CH:16]=2)[N:10]=1. Reported procedure: The title compound was prepared by following the procedure as described for Example-31 by using methyl 4-(3-(2-chloro-6-fluorophenyl)-5-oxo-4,5-dihydro-1H-1,2,4-triazol-1-yl)-2-methoxybenzoate (step-2 of Intermediate-15, 0.100 g, 0.26 mmol), N1,4,5-trimethylbenzene-1,2-diamine (Intermediate-31, 0.048 g, 0.32 mmol), trimethyl aluminium (2M solution in toluene) (0.5 mL), dry toluene (5.0 mL) to afford 0.030 g of desired product. 1H NMR (300 MHz, DMSO d6): δ 2.33 (s, 3H), 2.36 (s, 3H), 3.56 (s, 3H)... Product: COc1ccc(C(c2ccc(N(C)C)cc2)c2ccc(N(C)C)cc2C(=O)O)cc1. RXN SMILES: [CH3:1][O:2][c:3]1[cH:4][cH:5][c:6]([CH:9]2[O:10][C:11](=[O:12])[c:13]3[cH:14][c:15]([N:19]([CH3:20])[CH3:21])[cH:16][cH:17][c:18]32)[cH:7][cH:8]1.[CH3:22][N:23]([CH3:24])[c:25]1[cH:26][cH:27][cH:28][cH:29][cH:30]1.[Cl-:31].[Cl-:33].[Zn+2:32]>>[CH3:1][O:2][c:3]1[cH:4][cH:5][c:6]([CH:9]([c:18]2[c:13]([C:11]([OH:10])=[O:12])[cH:14][c:15]([N:19]([CH3:20])[CH3:21])[cH:16][cH:17]2)[c:28]2[cH:27][cH:26][c:25]([N:23]([CH3:22])[CH3:24])[cH:30][cH:29]2)[cH:7][cH:8]1. Reactants: COc1ccc(C2OC(=O)c3cc(N(C)C)ccc32)cc1, CN(C)c1ccccc1, [Cl-], [Cl-], [Zn+2]. Starting materials: C(C)(C)(C)C=1C=C(C=CC1)NC(C1=CC(=C(C=C1)N1CCNCC1)F)=O (N-(3-tert-butyl-phenyl)-3-fluoro-4-piperazin-1-yl-benzamide), BrC1=CC=C(C(=O)O)C=C1 (4-bromo-benzoic acid), CC(C)(C)[O-].[Na+] (NaOtBu), CC1(C2=C(C(=CC=C2)P(C3=CC=CC=C3)C4=CC=CC=C4)OC5=C(C=CC=C51)P(C6=CC=CC=C6)C7=CC=CC=C7)C (Xantphos). The reagents and catalysts are C=1C=CC(=CC1)/C=C/C(=O)/C=C/C2=CC=CC=C2.C=1C=CC(=CC1)/C=C/C(=O)/C=C/C2=CC=CC=C2.C=1C=CC(=CC1)/C=C/C(=O)/C=C/C2=CC=CC=C2.[Pd].[Pd] (Pd2 dba3). Run in O1CCOCC1 (dioxane). Reaction conditions: temperature 85 celsius. Yields the product C(C)(C)(C)C=1C=C(C=CC1)NC(=O)C1=CC(=C(C=C1)N1CCN(CC1)C1=CC=C(C(=O)O)C=C1)F (4-{4-[4-(3-tert-Butyl-phenylcarbamoyl)-2-fluoro-phenyl]-piperazin-1-yl}-benzoic acid). As a reaction SMILES: [C:1]([C:5]1[CH:6]=[C:7]([NH:11][C:12](=[O:26])[C:13]2[CH:18]=[CH:17][C:16]([N:19]3[CH2:24][CH2:23][NH:22][CH2:21][CH2:20]3)=[C:15]([F:25])[CH:14]=2)[CH:8]=[CH:9][CH:10]=1)([CH3:4])([CH3:3])[CH3:2].Br[C:28]1[CH:36]=[CH:35][C:31]([C:32]([OH:34])=[O:33])=[CH:30][CH:29]=1.CC([O-])(C)C.[Na+].CC1(C)C2C(=C(P(C3C=CC=CC=3)C3C=CC=CC=3)C=CC=2)OC2C(P(C3C=CC=CC=3)C3C=CC=CC=3)=CC=CC1=2>O1CCOCC1.C1C=CC(/C=C/C(/C=C/C2C=CC=CC=2)=O)=CC=1.C1C=CC(/C=C/C(/C=C/C2C=CC=CC=2)=O)=CC=1.C1C=CC(/C=C/C(/C=C/C2C=CC=CC=2)=O)=CC=1.[Pd].[Pd]>[C:1]([C:5]1[CH:6]=[C:7]([NH:11][C:12]([C:13]2[CH:18]=[CH:17][C:16]([N:19]3[CH2:20][CH2:21][N:22]([C:28]4[CH:36]=[CH:35][C:31]([C:32]([OH:34])=[O:33])=[CH:30][CH:29]=4)[CH2:23][CH2:24]3)=[C:15]([F:25])[CH:14]=2)=[O:26])[CH:8]=[CH:9][CH:10]=1)([CH3:4])([CH3:2])[CH3:3] |f:2.3,6.7.8.9.10|. Procedure: To a N-(3-tert-butyl-phenyl)-3-fluoro-4-piperazin-1-yl-benzamide (0.15 mmol) solution in dioxane was added 4-bromo-benzoic acid (0.195 mmol), NaOtBu (0.45 mmol), Xantphos (0.03 mmol) and Pd2 dba3 (0.009 mmol). The reaction vial was purged with Ar, sealed, and heated at 85° C. overnight. The reaction was worked up by diluting with methanol adding an excess of NH4Cl, and passing through a plug of silica gel (1 g) and eluting with methanol. The methanol fraction was concentrated. The residue suspen... The product is COc1ccc(C(=O)c2sc(C(C)C)cc2OC2OC(COC(C)=O)C(OC(C)=O)C(OC(C)=O)C2OC(C)=O)cc1. The reactants are CC(=O)OCC1OC(Br)C(OC(C)=O)C(OC(C)=O)C1OC(C)=O, O=C([O-])[O-], CCCC[N+](CCCC)(CCCC)Cc1ccccc1, [Cl-], ClCCl, [K+], [K+], O, COc1ccc(C(=O)c2sc(C(C)C)cc2O)cc1. Reaction SMILES: [C:20]([CH3:21])(=[O:22])[O:23][CH:24]1[CH:25]([Br:43])[O:26][CH:27]([CH2:38][O:39][C:40]([CH3:41])=[O:42])[CH:28]([O:34][C:35]([CH3:36])=[O:37])[CH:29]1[O:30][C:31]([CH3:32])=[O:33].[C:44](=[O:45])([O-:46])[O-:47].[CH2:52]([N+:53]([CH2:54][CH2:55][CH2:56][CH3:57])([CH2:58][CH2:59][CH2:60][CH3:61])[CH2:62][CH2:63][CH2:64][CH3:65])[c:66]1[cH:67][cH:68][cH:69][cH:70][cH:71]1.[Cl-:51].[Cl:72][CH2:73][Cl:74].[K+:48].[K+:49].[OH2:50].[OH:1][c:2]1[c:3]([C:10](=[O:11])[c:12]2[cH:13][cH:14][c:15]([O:18][CH3:19])[cH:16][cH:17]2)[s:4][c:5]([CH:7]([CH3:8])[CH3:9])[cH:6]1>>[O:1]([c:2]1[c:3]([C:10](=[O:11])[c:12]2[cH:13][cH:14][c:15]([O:18][CH3:19])[cH:16][cH:17]2)[s:4][c:5]([CH:7]([CH3:8])[CH3:9])[cH:6]1)[CH:25]1[CH:24]([O:23][C:20]([CH3:21])=[O:22])[CH:29]([O:30][C:31]([CH3:32])=[O:33])[CH:28]([O:34][C:35]([CH3:36])=[O:37])[CH:27]([CH2:38][O:39][C:40]([CH3:41])=[O:42])[O:26]1. Starting materials: cuprous thiocyanate, [S-]C#N.[K+] (potassium thiocyanate), N(=O)[O-].[Na+] (Sodium nitrite), NC1=CC=C(C=C1)SCC1=NOC=N1 (3-(4-aminophenylthiomethyl)-1,2,4-oxadiazole), C(O)([O-])=O.[Na+] (sodium hydrogen carbonate). Run in O (water), O (water), C(C)(=O)O (acetic acid), S(O)(O)(=O)=O (sulphuric acid). Yields the product S(C#N)C1=CC=C(C=C1)SCC1=NOC=N1 (3-(4-thiocyanatophenylthiomethyl)-1,2,4-oxadiazole). As a reaction SMILES: N([O-])=O.[Na+].N[C:6]1[CH:11]=[CH:10][C:9]([S:12][CH2:13][C:14]2[N:18]=[CH:17][O:16][N:15]=2)=[CH:8][CH:7]=1.[S-:19][C:20]#[N:21].[K+].C(=O)([O-])O.[Na+]>O.C(O)(=O)C.S(=O)(=O)(O)O>[S:19]([C:6]1[CH:11]=[CH:10][C:9]([S:12][CH2:13][C:14]2[N:18]=[CH:17][O:16][N:15]=2)=[CH:8][CH:7]=1)[C:20]#[N:21] |f:0.1,3.4,5.6|. Procedure details: Sodium nitrite (1.38 g, 0.02 mol) in water (15 ml) was added dropwise to a solution of 3-(4-aminophenylthiomethyl)-1,2,4-oxadiazole, (4.14 g, 0.02 mol) in acetic acid (120 ml) and 2 N sulphuric acid (40 ml) at 0° with stirring. The pale yellow solution thus obtained was added over 30 min. to a stirred mixture of cuprous thiocyanate (6 g) and potassium thiocyanate (60 g) in water (100 ml) at 0°, and the mixture stirred overnight. The mixture was then neutralised with solid sodium hydrogen carbona... The reactants are C(C)OP(=O)(OCC)CC=1N=C(SC1C)N1CCN(CC1)C(=O)OC(C)(C)C (tert-butyl 4-{4-[(diethoxyphosphoryl)methyl]-5-methyl-1,3-thiazol-2-yl}piperazine-1-carboxylate), [H-].[Na+] (sodium hydride), O (Water), COCOC1=NN(C=C1C=O)C1=CC=CC=C1 (3-(Methoxymethoxy)-1-phenyl-1H-pyrazole-4-carbaldehyde). The solvent is O1CCCC1 (tetrahydrofuran). Reaction conditions: time 30 minute. The product is COCOC1=NN(C=C1/C=C/C=1N=C(SC1C)N1CCN(CC1)C(=O)OC(C)(C)C)C1=CC=CC=C1 (tert-butyl 4-(4-{(E)-2-[3-(methoxymethoxy)-1-phenyl-1H-pyrazol-4-yl]ethenyl}-5-methyl-1,3-thiazol-2-yl)piperazine-1-carboxylate). Isolated yield 55.1%. As a reaction SMILES: C(OP([CH2:9][C:10]1[N:11]=[C:12]([N:16]2[CH2:21][CH2:20][N:19]([C:22]([O:24][C:25]([CH3:28])([CH3:27])[CH3:26])=[O:23])[CH2:18][CH2:17]2)[S:13][C:14]=1[CH3:15])(OCC)=O)C.[H-].[Na+].[CH3:31][O:32][CH2:33][O:34][C:35]1[C:39]([CH:40]=O)=[CH:38][N:37]([C:42]2[CH:47]=[CH:46][CH:45]=[CH:44][CH:43]=2)[N:36]=1.O>O1CCCC1>[CH3:31][O:32][CH2:33][O:34][C:35]1[C:39](/[CH:40]=[CH:9]/[C:10]2[N:11]=[C:12]([N:16]3[CH2:21][CH2:20][N:19]([C:22]([O:24][C:25]([CH3:28])([CH3:27])[CH3:26])=[O:23])[CH2:18][CH2:17]3)[S:13][C:14]=2[CH3:15])=[CH:38][N:37]([C:42]2[CH:47]=[CH:46][CH:45]=[CH:44][CH:43]=2)[N:36]=1 |f:1.2|. Procedure: To a solution of tert-butyl 4-{4-[(diethoxyphosphoryl)methyl]-5-methyl-1,3-thiazol-2-yl}piperazine-1-carboxylate (2.0 g) in tetrahydrofuran (50 mL) was added sodium hydride (60% in oil, 0.20 g) at room temperature, and the mixture was stirred for 30 min. 3-(Methoxymethoxy)-1-phenyl-1H-pyrazole-4-carbaldehyde (1.1 g) was added to the reaction mixture, and the mixture was heated under reflux for 4 hrs. Water was poured into the reaction mixture, and the mixture was extracted with ethyl acetate. Th...